This data is from the Open Reaction Database (ORD), a public repository of structured organic reaction records. The task is: describe an organic reaction: reactants, conditions, products, and yield The reactants are [N+](=O)([O-])C=1N=CNC1 (4-nitroimidazole), BrC(CC)CC (3-bromopentane). Product: C(C)C(CC)N1C=NC(=C1)[N+](=O)[O-] (1-(1-Ethyl-propyl)-4-nitro-1H-imidazole). RXN SMILES: [N+:1]([C:4]1[N:5]=[CH:6][NH:7][CH:8]=1)([O-:3])=[O:2].Br[CH:10]([CH2:13][CH3:14])[CH2:11][CH3:12]>>[CH2:11]([CH:10]([N:7]1[CH:8]=[C:4]([N+:1]([O-:3])=[O:2])[N:5]=[CH:6]1)[CH2:13][CH3:14])[CH3:12]. Reported procedure: 4-nitroimidazole was alkylated with 3-bromopentane to provide the title compound: 1H NMR (400 MHz, CDCl3) 0.84-0.90 (m, 6H), 1.71-1.82 (m, 2H), 1.86-1.96 (m, 2H), 3.79 (p, 1H, J=4.8 Hz), 7.41 (d, 1H, J=1.6 Hz), 7.73 (d, 1H, J=1.3 Hz); MS 184.2 m/z (M+1) The reactants are CC1(CC(=O)OCC1)C (3,3-dimethyl-δ-valerolactone), I (HI), [N+](=[N-])=C (diazomethane). Solvent: CC(=O)O (HOAc). The product is CC(CC(=O)OC)(CCI)C (methyl 3,3-dimethyl-5-iodo-pentanoate). RXN SMILES: [CH3:1][C:2]1([CH3:9])[CH2:8][CH2:7][O:6][C:4](=[O:5])[CH2:3]1.[IH:10].[N+](=[CH2:13])=[N-]>CC(O)=O>[CH3:1][C:2]([CH3:9])([CH2:8][CH2:7][I:10])[CH2:3][C:4]([O:6][CH3:13])=[O:5]. Procedure: 3,3-dimethyl-δ-valerolactone was treated with HI in HOAc, followed by diazomethane to give methyl 3,3-dimethyl-5-iodo-pentanoate. This material and the aldehyde from U.S. Pat. No. 4,851,409, Example 24, Step 1 were assembled using Method L. The thiol was from Example 80, Step 4. This compound showed signals at m/e 548 (M+I) and 570 (M+Na) in a fast atom bombardment mass spectrometer (FAB-MS). Reactants: ClC1=CC=C2C(C=C(C(C2=C1)=O)O)=O (7-Chloro-2-hydroxy-1,4-naphthoquinone), Cl (hydrogen chloride), CO (methanol). Yields the product ClC1=CC=C2C(C=C(C(C2=C1)=O)OC)=O (7-Chloro-2-methoxy-1,4-naphthoquinone). Reaction SMILES: [Cl:1][C:2]1[CH:11]=[C:10]2[C:5]([C:6](=[O:14])[CH:7]=[C:8]([OH:13])[C:9]2=[O:12])=[CH:4][CH:3]=1.Cl.[CH3:16]O>>[Cl:1][C:2]1[CH:11]=[C:10]2[C:5]([C:6](=[O:14])[CH:7]=[C:8]([O:13][CH3:16])[C:9]2=[O:12])=[CH:4][CH:3]=1. Procedure: 7-Chloro-2-hydroxy-1,4-naphthoquinone (0.73 g) was added to 4% (w/w) hydrogen chloride in methanol (14 mL). The solution was heated to reflux for 0.5 hour. Upon cooling to room temperature, a precipitate formed which was filtered, washed (methanol) and dried under vacuum (25° C., 15 Pa) to give an orange solid (0.72 g); 250 MHz NMR: 8.10 (d,1, J=2.2), 8.04 (d,1, J=8.3), 7.71 (dd,1, J=8.3, 2.2), 6.19 (s,1), 3.92 (s,3). The reactants are BrC1=CC=C(C=C1)S(=O)(=O)N(C)[C@@H]1CC[C@H](CC1)O (trans-4-Bromo-N-(4-hydroxy-cyclohexyl)-N-methyl-benzenesulfonamide), BrCCCCCCBr (1,6-dibromohexane). The product is BrC1=CC=C(C=C1)S(=O)(=O)N(C)[C@@H]1CC[C@H](CC1)OCCCCCCBr (trans-4-Bromo-N-[4-(6-bromo-hexyloxy)-cyclohexyl]-N-methyl-benzenesulfonamide). RXN SMILES: [Br:1][C:2]1[CH:7]=[CH:6][C:5]([S:8]([N:11]([C@H:13]2[CH2:18][CH2:17][C@H:16]([OH:19])[CH2:15][CH2:14]2)[CH3:12])(=[O:10])=[O:9])=[CH:4][CH:3]=1.[Br:20][CH2:21][CH2:22][CH2:23][CH2:24][CH2:25][CH2:26]Br>>[Br:1][C:2]1[CH:7]=[CH:6][C:5]([S:8]([N:11]([C@H:13]2[CH2:18][CH2:17][C@H:16]([O:19][CH2:26][CH2:25][CH2:24][CH2:23][CH2:22][CH2:21][Br:20])[CH2:15][CH2:14]2)[CH3:12])(=[O:9])=[O:10])=[CH:4][CH:3]=1. Reported procedure: In analogy to example 11.11, trans-4-Bromo-N-(4-hydroxy-cyclohexyl)-N-methyl-benzenesulfonamide and 1,6-dibromohexane were reacted to yield trans-4-Bromo-N-[4-(6-bromo-hexyloxy)-cyclohexyl]-N-methyl-benzenesulfonamide as off-white solid, MS: 510 (MH+, 1Br). The reactants are CCP(Cl)Cl, CCCS, O=S=O, O=S(=O)(Cl)Cl. Yields the product CCCSP(=O)(Cl)CC. As a reaction SMILES: [CH2:10]([CH3:11])[P:12]([Cl:13])[Cl:14].[CH2:6]([CH2:7][CH3:8])[SH:9].[O:15]=[S:16]=[O:17].[S:1](=[O:2])([Cl:3])([Cl:4])=[O:5]>>[O:2]=[P:12]([S:9][CH2:6][CH2:7][CH3:8])([CH2:10][CH3:11])[Cl:14]. Starting materials: [BH3-]C#N.[Na+] (NaBH3CN), C(C)(C)OC1=NC=2C=CC3=C(C2C(=C1)C(F)(F)F)O[C@@H]1[C@H](N3)CCC1 ((7aR,10aS)-7,7a,8,9,10,10a-hexahydro-3-isopropoxy-1-(trifluoromethyl)-cyclopenta[5,6][1,4]oxazino[2,3-f]quinoline), C=O (formaldehyde). Run in C(C)(=O)O (acetic acid). Yields the product Compound 133, C(C)(C)OC1=NC=2C=CC3=C(C2C(=C1)C(F)(F)F)O[C@@H]1[C@H](N3C)CCC1 ((7aR,10aS)-7,7a,8,9,10,10a-hexahydro-3-isopropoxy-7-methyl-1-(trifluoromethyl)-cyclopenta[5,6][1,4]oxazino[2,3-f]quinoline). Isolated yield 97.5%. As a reaction SMILES: [CH:1]([O:4][C:5]1[CH:14]=[C:13]([C:15]([F:18])([F:17])[F:16])[C:12]2[C:11]3[O:19][C@H:20]4[CH2:25][CH2:24][CH2:23][C@H:21]4[NH:22][C:10]=3[CH:9]=[CH:8][C:7]=2[N:6]=1)([CH3:3])[CH3:2].C=O.[BH3-][C:29]#N.[Na+]>C(O)(=O)C>[CH:1]([O:4][C:5]1[CH:14]=[C:13]([C:15]([F:17])([F:16])[F:18])[C:12]2[C:11]3[O:19][C@H:20]4[CH2:25][CH2:24][CH2:23][C@H:21]4[N:22]([CH3:29])[C:10]=3[CH:9]=[CH:8][C:7]=2[N:6]=1)([CH3:3])[CH3:2] |f:2.3|. Procedure: Compound 133 was prepared according to General Method 5 (EXAMPLE 2) from (7aR,10aS)-7,7a,8,9,10,10a-hexahydro-3-isopropoxy-1-(trifluoromethyl)-cyclopenta[5,6][1,4]oxazino[2,3-f]quinoline (5 mg, 0.014 mmol), 37% aqueous formaldehyde solution (0.01 mL, 0.14 mmol) and NaBH3CN (9 mg, 0.14 mmol) in 1 mL acetic acid to afford 5 mg of (7aR,10aS)-7,7a,8,9,10,10a-hexahydro-3-isopropoxy-7-methyl-1-(trifluoromethyl)-cyclopenta[5,6][1,4]oxazino[2,3-f]quinoline. This material (5 mg, 0.01 mmol) carried on acc... Product: C(C)(C)(C)NC1=NC(=CC=C1)C1=CN=C2N1C=CC(=N2)C(F)(F)F (N-(tert-butyl)-6-(7-trifluoromethylimidazo[1,2-α]pyrimidin-3-yl)pyridin-2-ylamine). Starting materials: BrC1=CC=CC(=N1)NC(C)(C)C (6-Bromo-N-(tert-butyl)pyridin-2-ylamine), C(CCC)[Sn](C1=CN=C2N1C=CC(=N2)C(F)(F)F)(CCCC)CCCC (3-tributylstannyl-7-trifluoromethylimidazo[1,2-α]pyrimidine). Reported procedure: 6-Bromo-N-(tert-butyl)pyridin-2-ylamine (0.36 g, 1.56 mmol) was coupled to 3-tributylstannyl-7-trifluoromethylimidazo[1,2-α]pyrimidine (1.6 mmol) by the method of Example 1. Purification by chromatography on silica gel eluting with isohexane on a gradient of ethyl acetate (20-80%) and trituration with isohexane gave N-(tert-butyl)-6-(7-trifluoromethylimidazo[1,2-α]pyrimidin-3-yl)pyridin-2-ylamine (115 mg) as a pale yellow solid: δH (400 MHz, CDCl3) 1.56 (9H, s), 7.42 (1H, d, J 7), 7.45 (1H, d, J... Isolated yield 22.0%. RXN SMILES: Br[C:2]1[N:7]=[C:6]([NH:8][C:9]([CH3:12])([CH3:11])[CH3:10])[CH:5]=[CH:4][CH:3]=1.C([Sn](CCCC)(CCCC)[C:18]1[N:22]2[CH:23]=[CH:24][C:25]([C:27]([F:30])([F:29])[F:28])=[N:26][C:21]2=[N:20][CH:19]=1)CCC>>[C:9]([NH:8][C:6]1[CH:5]=[CH:4][CH:3]=[C:2]([C:18]2[N:22]3[CH:23]=[CH:24][C:25]([C:27]([F:28])([F:29])[F:30])=[N:26][C:21]3=[N:20][CH:19]=2)[N:7]=1)([CH3:12])([CH3:11])[CH3:10].